describe an organic reaction: reactants, conditions, products, and yield From a dataset of the Open Reaction Database (ORD), a public repository of structured organic reaction records. Reactants: [OH-].[Na+] (NaOH), C(C)(C)N(C(C)C)CC (N,N-diisopropylethyl amine), ClC=1N=C(C2=C(N1)CCC2)NC2=NNC(=C2)C(C)C (2-chloro-N-(5-isopropyl-1H-pyrazol-3-yl)-6,7-dihydro-5H-cyclopenta[d]pyrimidin-4-amine), ClC=1N=C(C2=C(N1)CCC2)NC2=NNC(=C2)C(C)C (2-chloro-N-(5-isopropyl-1H-pyrazol-3-yl)-6,7-dihydro-5H-cyclopenta[d]pyrimidin-4-amine), N1[C@H](C(=O)O)CCC1 (L-proline). Solvent: O1CCOCC1 (dioxane). Run at temperature 100 celsius, time 16 hour. Product: C(C)(C)C1=CC(=NN1)NC=1C2=C(N=C(N1)N1C(CCC1)C(=O)O)CCC2 (1-(4-(5-isopropyl-1H-pyrazol-3-ylamino)-6,7-dihydro-5H-cyclopenta[d]pyrimidin-2-yl)pyrrolidine-2-carboxylic acid). Yield: 78.0%. Reaction SMILES: Cl[C:2]1[N:3]=[C:4]([NH:11][C:12]2[CH:16]=[C:15]([CH:17]([CH3:19])[CH3:18])[NH:14][N:13]=2)[C:5]2[CH2:10][CH2:9][CH2:8][C:6]=2[N:7]=1.[NH:20]1[CH2:27][CH2:26][CH2:25][C@H:21]1[C:22]([OH:24])=[O:23].[OH-].[Na+].C(N(CC)C(C)C)(C)C>O1CCOCC1>[CH:17]([C:15]1[NH:14][N:13]=[C:12]([NH:11][C:4]2[C:5]3[CH2:10][CH2:9][CH2:8][C:6]=3[N:7]=[C:2]([N:20]3[CH2:27][CH2:26][CH2:25][CH:21]3[C:22]([OH:24])=[O:23])[N:3]=2)[CH:16]=1)([CH3:19])[CH3:18] |f:2.3|. Procedure: To a suspension of 2-chloro-N-(5-isopropyl-1H-pyrazol-3-yl)-6,7-dihydro-5H-cyclopenta[d]pyrimidin-4-amine, Compound (iii) (5 g, 18 mmol) in dioxane (60 mL) was added L-proline (3.11 g, 27 mmol) followed by 5N NaOH (5.4 mL, 27 mmol) and N,N-diisopropylethyl amine (2.32 g, 18 mmol). The reaction mixture was allowed to stir at 100° C. for 16 h. The solvent was removed under reduced pressure and the residue was acidified with 1 N HCl solution to pH 4. The product was suspended in water (10 mL), filt... The reactants are C(C)(=O)OCC (Ethyl acetate), CC1(C(NC(N1)=O)=O)C (5,5-dimethylhydantoin), ClCCCCSC1=CC=NC=C1 (4-(4-chlorobutylthio)pyridine), C1CCC2=NCCCN2CC1 (1,8-diazabicyclo[5.4.0]-7-undecene). Solvent: CN(C=O)C (N,N-dimethylformamide). Reaction conditions: time 43 hour. Yields the product CC1(C(N(C(N1)=O)CCCCSC1=CC=NC=C1)=O)C (5,5-dimethyl- 3-[4-(4-pyridylthio)butyl]hydantoin). Yield: 56.8%. Reaction SMILES: [CH3:1][C:2]1([CH3:9])[NH:6][C:5](=[O:7])[NH:4][C:3]1=[O:8].Cl[CH2:11][CH2:12][CH2:13][CH2:14][S:15][C:16]1[CH:21]=[CH:20][N:19]=[CH:18][CH:17]=1.C1CCN2C(=NCCC2)CC1.C(OCC)(=O)C>CN(C)C=O>[CH3:1][C:2]1([CH3:9])[NH:6][C:5](=[O:7])[N:4]([CH2:11][CH2:12][CH2:13][CH2:14][S:15][C:16]2[CH:21]=[CH:20][N:19]=[CH:18][CH:17]=2)[C:3]1=[O:8]. Reported procedure: To a solution of 2.56 g (20 mmol) of 5,5-dimethylhydantoin and 4.03 g (20 mmol) of 4-(4-chlorobutylthio)pyridine in 20 ml of N,N-dimethylformamide, 3.00 ml (20 mmol) of 1,8-diazabicyclo[5.4.0]-7-undecene was added, and the mixture was stirred at room temperature for 43 hours, followed by further stirring at 70° C. for 10 hours. Ethyl acetate was added to the reaction mixture, and the mixture was washed three times with water and dried over anhydrous magnesium sulfate. The solvent was distilled o... Reactants: S(O)(O)(=O)=O (sulfuric acid), BrC1=C(C=CC(=C1)[N+](=O)[O-])C (2-Bromo-4nitrotoluene), Cl (hydrochloric acid). The reagents and catalysts are [O-2].[O-2].[O-2].[Cr+6] (Chromium trioxide). The solvent is C(C)(=O)OCC (ethyl acetate), C(C)(=O)O (acetic acid), C(C)(=O)OC(C)=O (acetic anhydride), O1CCOCC1 (1,4-dioxane). Reaction conditions: time 15 minute. The product is BrC1=C(C=O)C=CC(=C1)[N+](=O)[O-] (2-bromo-4-nitrobenzaldehyde). As a reaction SMILES: [Br:1][C:2]1[CH:7]=[C:6]([N+:8]([O-:10])=[O:9])[CH:5]=[CH:4][C:3]=1[CH3:11].S(=O)(=O)(O)[OH:13].Cl>C(O)(=O)C.C(OC(=O)C)(=O)C.O1CCOCC1.C(OCC)(=O)C.[O-2].[O-2].[O-2].[Cr+6]>[Br:1][C:2]1[CH:7]=[C:6]([N+:8]([O-:10])=[O:9])[CH:5]=[CH:4][C:3]=1[CH:11]=[O:13] |f:7.8.9.10|. Reported procedure: 2-Bromo-4nitrotoluene (6.29 g, 29.1 mmol) was dissolved in a mixture of glacial acetic acid 46 mL, and acetic anhydride 46 mL, and cooled in an ice bath. Concentrated sulfuric acid (6.9 mL) was added dropwise. Chromium trioxide (8.08 g, 80.8 mmol) was added portionwise over 1 h. The reaction mixture was stirred for an additional 15 min then poured onto ice. The precipitate was isolated by filtration and dissolved in 16 mL of 1,4-dioxane. Concentrated hydrochloric acid (3 mL) was added and the so... Reactants: C(C1=CC=CC=C1)OC1=C(C(=O)OC)C=C(C=C1)C(C(O)OCC)=O (methyl 2-benzyloxy-5-(2-ethoxy-2-hydroxy-acetyl)-benzoate), COC1=CC=C(CC2(CC2)N)C=C1 (1-(4-methoxy-benzyl)-cyclopropylamine), FC(C(=O)[O-])(F)F (trifluoroacetate). The product is OC(CNC1(CC1)CC1=CC=C(C=C1)OC)C1=CC(=C(C=C1)O)CO (4-{1-hydroxy-2-[1-(4-methoxy-benzyl)-cyclopropylamino]-ethyl}-2-hydroxymethyl-phenol). Reaction SMILES: C([O:8][C:9]1[CH:18]=[CH:17][C:16]([C:19](=[O:25])[CH:20](OCC)O)=[CH:15][C:10]=1[C:11]([O:13]C)=O)C1C=CC=CC=1.[CH3:26][O:27][C:28]1[CH:38]=[CH:37][C:31]([CH2:32][C:33]2([NH2:36])[CH2:35][CH2:34]2)=[CH:30][CH:29]=1.FC(F)(F)C([O-])=O>>[OH:25][CH:19]([C:16]1[CH:17]=[CH:18][C:9]([OH:8])=[C:10]([CH2:11][OH:13])[CH:15]=1)[CH2:20][NH:36][C:33]1([CH2:32][C:31]2[CH:37]=[CH:38][C:28]([O:27][CH3:26])=[CH:29][CH:30]=2)[CH2:35][CH2:34]1. Procedure details: Prepared according to general method 5 from 344 mg (1 mmol) methyl 2-benzyloxy-5-(2-ethoxy-2-hydroxy-acetyl)-benzoate and 177 mg (1 mmol) 1-(4-methoxy-benzyl)-cyclopropylamine. Yield: 123 mg (27%, trifluoroacetate); mass spectroscopy: [M+H]+=344. The reactants are CCOC(=O)CC1(C[N+](=O)[O-])CCC(C)(C)C1, CO. The product is CC1(C)CCC2(CCC(=O)C2)C1. RXN SMILES: [CH2:1]([O:2][C:4]([CH2:5][C:6]1([CH2:13][N+:3]([O-:14])=[O:15])[CH2:7][C:8]([CH3:11])([CH3:12])[CH2:9][CH2:10]1)=[O:17])[CH3:16].[CH3:18][OH:19]>>[C:4]1(=[O:17])[CH2:5][C:6]2([CH2:7][C:8]([CH3:11])([CH3:12])[CH2:9][CH2:10]2)[CH2:13][CH2:18]1.